This data is from the Open Reaction Database (ORD), a public repository of structured organic reaction records. The task is: describe an organic reaction: reactants, conditions, products, and yield The reactants are O=C1N(CN(C12CCNCC2)C2=CC=CC=C2)C=2C=C(C(=O)OC)C=CC2 (methyl 3-(4-oxo-1-phenyl-1,3,8-triazaspiro[4.5]decan-3-yl)benzoate), C([O-])([O-])=O.[K+].[K+] (potassium carbonate), ICCCC(=O)C1=CC=CC=C1 (4-iodo-1-phenylbutan-1-one). Run in C(C)(=O)OCC (ethyl acetate), CN(C=O)C (N,N-dimethylformamide). Run at temperature 55 celsius, time 18 hour. Product: O=C1N(CN(C12CCN(CC2)CCCC(C2=CC=CC=C2)=O)C2=CC=CC=C2)C=2C=C(C(=O)OC)C=CC2 (Methyl 3-(4-oxo-8-(4-oxo-4-phenylbutyl)-1-phenyl-1,3,8-triazaspiro[4.5]decan-3-yl)benzoate). Yield: 65.2%. Reaction SMILES: [O:1]=[C:2]1[C:6]2([CH2:11][CH2:10][NH:9][CH2:8][CH2:7]2)[N:5]([C:12]2[CH:17]=[CH:16][CH:15]=[CH:14][CH:13]=2)[CH2:4][N:3]1[C:18]1[CH:19]=[C:20]([CH:25]=[CH:26][CH:27]=1)[C:21]([O:23][CH3:24])=[O:22].C(=O)([O-])[O-].[K+].[K+].I[CH2:35][CH2:36][CH2:37][C:38]([C:40]1[CH:45]=[CH:44][CH:43]=[CH:42][CH:41]=1)=[O:39]>CN(C)C=O.C(OCC)(=O)C>[O:1]=[C:2]1[C:6]2([CH2:7][CH2:8][N:9]([CH2:35][CH2:36][CH2:37][C:38](=[O:39])[C:40]3[CH:45]=[CH:44][CH:43]=[CH:42][CH:41]=3)[CH2:10][CH2:11]2)[N:5]([C:12]2[CH:13]=[CH:14][CH:15]=[CH:16][CH:17]=2)[CH2:4][N:3]1[C:18]1[CH:19]=[C:20]([CH:25]=[CH:26][CH:27]=1)[C:21]([O:23][CH3:24])=[O:22] |f:1.2.3|. Reported procedure: To a solution of methyl 3-(4-oxo-1-phenyl-1,3,8-triazaspiro[4.5]decan-3-yl)benzoate (0.12 g, 0.33 mmol) and potassium carbonate (0.091 g, 0.66 mmol) in N,N-dimethylformamide (3 mL), was added 4-iodo-1-phenylbutan-1-one (0.09 g, 0.33 mmol). After stirring at 55° C. for 18 hours, the reaction mixture was diluted with ethyl acetate (50 mL), washed with water and brine. The organic phase was dried over MgSO4, filtered, and isolated by Biotage flash chromatography (1-8% methanol/dichloromethane) to o...